From a dataset of the Open Reaction Database (ORD), a public repository of structured organic reaction records. describe an organic reaction: reactants, conditions, products, and yield Starting materials: C1=CC(=CC=C1CC2=CC=C(C=C2)F)F (4,4'-difluorodiphenylmethane), S(O)(O)(=O)=O (sulfuric acid). Reagents/catalysts: O=[Mn]=O (MnO2). Run in O (water). Product: FC1=CC=C(C(=O)C2=CC=C(C=C2)F)C=C1 (4,4'-difluorobenzophenone). Yield: 54.0%. As a reaction SMILES: [CH:1]1[C:6]([CH2:7][C:8]2[CH:13]=[CH:12][C:11]([F:14])=[CH:10][CH:9]=2)=[CH:5][CH:4]=[C:3]([F:15])[CH:2]=1.S(=O)(=O)(O)[OH:17]>O=[Mn]=O.O>[F:15][C:3]1[CH:2]=[CH:1][C:6]([C:7]([C:8]2[CH:13]=[CH:12][C:11]([F:14])=[CH:10][CH:9]=2)=[O:17])=[CH:5][CH:4]=1. Reported procedure: The procedure of Example 2 is used except that the 4,4'-difluorodiphenylmethane, water, and sulfuric acid are first mixed, then heated before the MnO2 is added. The yield is 54% 4,4'-difluorobenzophenone that is 95% pure. Starting materials: [Li]CCCC, C1CCOC1, CSSC, C[Si](Cn1cncn1)(c1ccc(F)cc1)c1ccc(F)cc1. Yields the product CSc1ncnn1C[Si](C)(c1ccc(F)cc1)c1ccc(F)cc1. RXN SMILES: [CH2:23]([Li:24])[CH2:25][CH2:26][CH3:27].[CH2:32]1[O:33][CH2:34][CH2:35][CH2:36]1.[CH3:28][S:29][S:30][CH3:31].[F:1][c:2]1[cH:3][cH:4][c:5]([Si:8]([CH2:9][n:10]2[n:11][cH:12][n:13][cH:14]2)([CH3:15])[c:16]2[cH:17][cH:18][c:19]([F:22])[cH:20][cH:21]2)[cH:6][cH:7]1>>[F:1][c:2]1[cH:3][cH:4][c:5]([Si:8]([CH2:9][n:10]2[n:11][cH:12][n:13][c:14]2[S:29][CH3:28])([CH3:15])[c:16]2[cH:17][cH:18][c:19]([F:22])[cH:20][cH:21]2)[cH:6][cH:7]1. Reactants: Cc1noc(-c2ccc(Br)cc2)c1CBr, N#C[K], CN(C)C=O. The product is Cc1noc(-c2ccc(Br)cc2)c1CC#N. RXN SMILES: [Br:1][CH2:2][c:3]1[c:4]([CH3:15])[n:5][o:6][c:7]1-[c:8]1[cH:9][cH:10][c:11]([Br:14])[cH:12][cH:13]1.[K:16][C:17]#[N:18].[O:19]=[CH:20][N:21]([CH3:22])[CH3:23]>>[CH2:2]([c:3]1[c:4]([CH3:15])[n:5][o:6][c:7]1-[c:8]1[cH:9][cH:10][c:11]([Br:14])[cH:12][cH:13]1)[C:17]#[N:18]. Reactants: CC#N, CN(C)C(=O)c1cc(C=O)ccc1F, [Mg+2], Nc1cccc2c1COC2=O, O=S(=O)([O-])[O-]. The product is CN(C)C(=O)c1cc(C=Nc2cccc3c2COC3=O)ccc1F. RXN SMILES: [CH3:32][C:33]#[N:34].[F:1][c:2]1[c:3]([C:4](=[O:5])[N:6]([CH3:7])[CH3:8])[cH:9][c:10]([CH:13]=[O:14])[cH:11][cH:12]1.[Mg+2:26].[NH2:15][c:16]1[c:17]2[c:21]([cH:22][cH:23][cH:24]1)[C:20](=[O:25])[O:19][CH2:18]2.[O-:27][S:28](=[O:29])(=[O:30])[O-:31]>>[F:1][c:2]1[c:3]([C:4](=[O:5])[N:6]([CH3:7])[CH3:8])[cH:9][c:10]([CH:13]=[N:15][c:16]2[c:17]3[c:21]([cH:22][cH:23][cH:24]2)[C:20](=[O:25])[O:19][CH2:18]3)[cH:11][cH:12]1. Reactants: C(C)(=O)OCC=1C(=C(C=C2C(C(=CN(C12)C1CC1)C(=O)OCC)=O)F)Br (ethyl 8-acetoxymethyl-7-bromo-1-cyclopropyl-6-fluoro-1,4-dihydro-4-oxoquinoline-3-carboxylate), Cl (hydrochloric acid), C[O-].[Na+] (sodium methoxide), O (water). Solvent: C(C)O (ethanol). Conditions: time 7 hour. The product is BrC1=C(C=C2C(C(=CN(C2=C1CO)C1CC1)C(=O)OCC)=O)F (ethyl 7-bromo-1-cyclopropyl-6-fluoro-8-hydroxymethyl-1,4-dihydro-4-oxoquinoline-3-carboxylate). Reaction SMILES: C([O:4][CH2:5][C:6]1[C:7]([Br:26])=[C:8]([F:25])[CH:9]=[C:10]2[C:15]=1[N:14]([CH:16]1[CH2:18][CH2:17]1)[CH:13]=[C:12]([C:19]([O:21][CH2:22][CH3:23])=[O:20])[C:11]2=[O:24])(=O)C.C[O-].[Na+].O.Cl>C(O)C>[Br:26][C:7]1[C:6]([CH2:5][OH:4])=[C:15]2[C:10]([C:11](=[O:24])[C:12]([C:19]([O:21][CH2:22][CH3:23])=[O:20])=[CH:13][N:14]2[CH:16]2[CH2:18][CH2:17]2)=[CH:9][C:8]=1[F:25] |f:1.2|. Procedure details: In 58 ml of ethanol was suspended 1.46 g of ethyl 8-acetoxymethyl-7-bromo-1-cyclopropyl-6-fluoro-1,4-dihydro-4-oxoquinoline-3-carboxylate, and 19 mg of sodium methoxide was added to the suspension, after which the resulting mixture was stirred at room temperature for seven hours. To the reaction mixture was added 60 ml of water and the pH was adjusted to 7 with 1N hydrochloric acid, after which the crystals formed were collected by filtration, to obtain 1.28 g of colorless, crystalline ethyl 7-b...